From a dataset of the Open Reaction Database (ORD), a public repository of structured organic reaction records. describe an organic reaction: reactants, conditions, products, and yield The reactants are C[SiH](C)OCc1ccc(C(C)(C)O)nc1C(C)(C)C, CI, [H-], [Na+], CN(C)C=O. Yields the product COC(C)(C)c1ccc(CO[SiH](C)C)c(C(C)(C)C)n1. RXN SMILES: [C:3]([CH3:4])([CH3:5])([CH3:6])[c:7]1[n:8][c:9]([C:18]([CH3:19])([CH3:20])[OH:21])[cH:10][cH:11][c:12]1[CH2:13][O:14][SiH:15]([CH3:16])[CH3:17].[CH3:22][I:23].[H-:2].[Na+:1].[O:24]=[CH:25][N:26]([CH3:27])[CH3:28]>>[C:3]([CH3:4])([CH3:5])([CH3:6])[c:7]1[n:8][c:9]([C:18]([CH3:19])([CH3:20])[O:21][CH3:22])[cH:10][cH:11][c:12]1[CH2:13][O:14][SiH:15]([CH3:16])[CH3:17].